This data is from the Open Reaction Database (ORD), a public repository of structured organic reaction records. The task is: describe an organic reaction: reactants, conditions, products, and yield The reactants are COC1=CC=C(C=C1)S(=O)(=O)N1C(CN(CC1)C(=O)OCC1=CC=CC=C1)C(=O)O ((+)-1-(4-methoxybenzenesulfonyl)-4-benzyloxycarbonyl-2-piperazinecarboxylic acid), Cl.C(C)(C)(C)ON (O-t-butylhydroxylamine hydrochloride), CN(C)C1=NC=CC=C1 (dimethylaminopyridine). The solvent is C(Cl)Cl (methylene chloride), hexanes. Conditions: time 8 hour. Yields the product C(C)(C)(C)ONC(=O)C1N(CCN(C1)C(=O)OCC1=CC=CC=C1)S(=O)(=O)C1=CC=C(C=C1)OC ((+)-N-(t-butyloxy)-1-(4-methoxybenzenesulfonyl)-4-benzyloxycarbonyl-2-piperazinecarboxamide). RXN SMILES: [CH3:1][O:2][C:3]1[CH:8]=[CH:7][C:6]([S:9]([N:12]2[CH2:17][CH2:16][N:15]([C:18]([O:20][CH2:21][C:22]3[CH:27]=[CH:26][CH:25]=[CH:24][CH:23]=3)=[O:19])[CH2:14][CH:13]2[C:28](O)=[O:29])(=[O:11])=[O:10])=[CH:5][CH:4]=1.Cl.[C:32]([O:36][NH2:37])([CH3:35])([CH3:34])[CH3:33].CN(C1C=CC=CN=1)C>C(Cl)Cl>[C:32]([O:36][NH:37][C:28]([CH:13]1[CH2:14][N:15]([C:18]([O:20][CH2:21][C:22]2[CH:23]=[CH:24][CH:25]=[CH:26][CH:27]=2)=[O:19])[CH2:16][CH2:17][N:12]1[S:9]([C:6]1[CH:7]=[CH:8][C:3]([O:2][CH3:1])=[CH:4][CH:5]=1)(=[O:11])=[O:10])=[O:29])([CH3:35])([CH3:34])[CH3:33] |f:1.2|. Procedure details: To a solution of (+)-1-(4-methoxybenzenesulfonyl)-4-benzyloxycarbonyl-2-piperazinecarboxylic acid (100 mg, 0.23 mmol) in methylene chloride (5 ml) is added O-t-butylhydroxylamine hydrochloride (35 mg, 0.28 mmol), dimethylaminopyridine (37 mg, 0.30 mmol), and dicyclohexycarbodiimide (57 mg, 0.28 mmol). After stirring overnight, the reaction is diluted with hexanes and the precipitated solid filtered off. The solution is concentrated and the crude product is purified by silica gel chromatography (... Starting materials: ClC1=CC=C(C(=O)C=2C=C(C=CC2)C)C=C1 (3-(4-chlorobenzoyl)toluene), BrN1C(CCC1=O)=O (N-bromosuccinimide). Reagents/catalysts: C(C1=CC=CC=C1)(=O)OOC(C1=CC=CC=C1)=O (dibenzoylperoxide). The solvent is C(Cl)(Cl)(Cl)Cl (carbon tetrachloride). Yields the product ClC1=CC=C(C(=O)C=2C=C(CBr)C=CC2)C=C1 (3-(4-chlorobenzoyl)benzyl bromide). The yield is 57.2%. As a reaction SMILES: [Cl:1][C:2]1[CH:16]=[CH:15][C:5]([C:6]([C:8]2[CH:9]=[C:10]([CH3:14])[CH:11]=[CH:12][CH:13]=2)=[O:7])=[CH:4][CH:3]=1.[Br:17]N1C(=O)CCC1=O>C(Cl)(Cl)(Cl)Cl.C(OOC(=O)C1C=CC=CC=1)(=O)C1C=CC=CC=1>[Cl:1][C:2]1[CH:3]=[CH:4][C:5]([C:6]([C:8]2[CH:9]=[C:10]([CH:11]=[CH:12][CH:13]=2)[CH2:14][Br:17])=[O:7])=[CH:15][CH:16]=1. Reported procedure: A mixture of 3-(4-chlorobenzoyl)toluene (5.48 g, 23.7 mmol) and dibenzoylperoxide (100 mg, 0.413 mmol) in carbon tetrachloride (45 ml) was treated with N-bromosuccinimide (4.65 g, 26.7 mmol) and refluxed 2.5 hours. The mixture was filtered while hot and slowly cooled to ambient temperature. The precipitate was collected by filtration, washed twice with carbon tetrachloride, and dried under vacuum to provide 4.2 g (57%) of 3-(4-chlorobenzoyl)benzyl bromide, m.p. 123°-125° C.